Dataset: the Open Reaction Database (ORD), a public repository of structured organic reaction records. Task: describe an organic reaction: reactants, conditions, products, and yield Starting materials: FB(F)F, CC(=O)OCC1OC(OC(=N)C(Cl)(Cl)Cl)C(OC(C)=O)C(OC(C)=O)C1OC(C)=O, O=C([O-])O, O=C(OCc1ccccc1)c1ccc(CCc2csc3cccc(O)c23)cc1, CCOCC, ClCCl, [Na+]. The product is CC(=O)OCC1OC(Oc2cccc3scc(CCc4ccc(C(=O)OCc5ccccc5)cc4)c23)C(OC(C)=O)C(OC(C)=O)C1OC(C)=O. RXN SMILES: [B:64]([F:65])([F:66])[F:67].[C:29]([CH3:30])(=[O:31])[O:32][CH:33]1[CH:34]([O:35][C:36](=[NH:37])[C:38]([Cl:39])([Cl:40])[Cl:41])[O:42][CH:43]([CH2:54][O:55][C:56]([CH3:57])=[O:58])[CH:44]([O:50][C:51]([CH3:52])=[O:53])[CH:45]1[O:46][C:47]([CH3:48])=[O:49].[C:68](=[O:69])([O-:70])[OH:71].[CH2:1]([c:2]1[cH:3][cH:4][cH:5][cH:6][cH:7]1)[O:8][C:9](=[O:10])[c:11]1[cH:12][cH:13][c:14]([CH2:17][CH2:18][c:19]2[c:20]3[c:21]([s:22][cH:23]2)[cH:24][cH:25][cH:26][c:27]3[OH:28])[cH:15][cH:16]1.[CH2:59]([O:60][CH2:61][CH3:62])[CH3:63].[Cl:73][CH2:74][Cl:75].[Na+:72]>>[CH2:1]([c:2]1[cH:3][cH:4][cH:5][cH:6][cH:7]1)[O:8][C:9](=[O:10])[c:11]1[cH:12][cH:13][c:14]([CH2:17][CH2:18][c:19]2[c:20]3[c:21]([s:22][cH:23]2)[cH:24][cH:25][cH:26][c:27]3[O:28][CH:34]2[CH:33]([O:32][C:29]([CH3:30])=[O:31])[CH:45]([O:46][C:47]([CH3:48])=[O:49])[CH:44]([O:50][C:51]([CH3:52])=[O:53])[CH:43]([CH2:54][O:55][C:56]([CH3:57])=[O:58])[O:42]2)[cH:15][cH:16]1.